describe an organic reaction: reactants, conditions, products, and yield From a dataset of the Open Reaction Database (ORD), a public repository of structured organic reaction records. Product: Clc1nnc(-c2ccccc2)c2cccnc12. RXN SMILES: [P:24]([Cl:25])([Cl:26])([Cl:27])=[O:28].[c:1]1(-[c:7]2[c:8]3[c:9]([c:10](=[O:13])[nH:11][n:12]2)[n:14][cH:15][cH:16][cH:17]3)[cH:2][cH:3][cH:4][cH:5][cH:6]1.[cH:18]1[cH:19][cH:20][n:21][cH:22][cH:23]1>>[c:1]1(-[c:7]2[c:8]3[c:9]([c:10]([Cl:26])[n:11][n:12]2)[n:14][cH:15][cH:16][cH:17]3)[cH:2][cH:3][cH:4][cH:5][cH:6]1. The reactants are O=P(Cl)(Cl)Cl, O=c1[nH]nc(-c2ccccc2)c2cccnc12, c1ccncc1.